Dataset: the Open Reaction Database (ORD), a public repository of structured organic reaction records. Task: describe an organic reaction: reactants, conditions, products, and yield Reactants: ClC1=NC=2C3=C(CCC2C=N1)C=C(C=C3)OC (2-Chloro-8-methoxy-5,6-dihydro-benzo[h]quinazoline), C(C)OC(=O)C=1C(=NNC1)N (3-Amino-1H-pyrazole-4-carboxylic acid ethyl ester), C(=O)([O-])[O-].[Cs+].[Cs+] (Cs2CO3), CCOC(=O)C (EtOAc). Run in CN(C)C=O (DMF), O (water). Conditions: temperature 100 celsius, time 2.5 hour. Yields the product C(C)OC(=O)C=1C(=NN(C1)C1=NC=2C3=C(CCC2C=N1)C=C(C=C3)OC)N (3-Amino-1-(8-methoxy-5,6-dihydro-benzo[h]quinazolin-2-yl)-1H-pyrazole-4-carboxylic acid ethyl ester). Isolated yield 54.1%. RXN SMILES: Cl[C:2]1[N:11]=[CH:10][C:9]2[CH2:8][CH2:7][C:6]3[CH:12]=[C:13]([O:16][CH3:17])[CH:14]=[CH:15][C:5]=3[C:4]=2[N:3]=1.[CH2:18]([O:20][C:21]([C:23]1[C:24]([NH2:28])=[N:25][NH:26][CH:27]=1)=[O:22])[CH3:19].C([O-])([O-])=O.[Cs+].[Cs+].CCOC(C)=O>CN(C=O)C.O>[CH2:18]([O:20][C:21]([C:23]1[C:24]([NH2:28])=[N:25][N:26]([C:2]2[N:11]=[CH:10][C:9]3[CH2:8][CH2:7][C:6]4[CH:12]=[C:13]([O:16][CH3:17])[CH:14]=[CH:15][C:5]=4[C:4]=3[N:3]=2)[CH:27]=1)=[O:22])[CH3:19] |f:2.3.4|. Procedure: A mixture of 2-Chloro-8-methoxy-5,6-dihydro-benzo[h]quinazoline (2, 5.0 g, 20.27 mM), 3-Amino-1H-pyrazole-4-carboxylic acid ethyl ester (3.14 g, 20.27 mM), Cs2CO3 (8.59 g, 26.35 mM) in DMF (40 ml) was stirred at 100° C. for 2.5 hr then cooled to room temperature and diluted with water (400 ml). The resulting precipitate was isolated via filtration and the solid washed with water (3×50 mL) then methanol (3×30 ml). The solid was dried under reduced pressure which was comprised of a 7:3 mixture of ... Starting materials: O=C(Br)CBr, CCN(C=Cc1ccccc1)CC, c1ccncc1. The product is CCN(CC)C(=Cc1ccccc1)C(=O)CBr. As a reaction SMILES: [Br:14][CH2:15][C:16](=[O:17])[Br:18].[CH2:1]([CH3:2])[N:3]([CH:4]=[CH:5][c:6]1[cH:7][cH:8][cH:9][cH:10][cH:11]1)[CH2:12][CH3:13].[cH:19]1[cH:20][cH:21][n:22][cH:23][cH:24]1>>[CH2:1]([CH3:2])[N:3]([C:4](=[CH:5][c:6]1[cH:7][cH:8][cH:9][cH:10][cH:11]1)[C:16]([CH2:15][Br:14])=[O:17])[CH2:12][CH3:13]. The reactants are [Al+3], N#CC1CN2CCC1CC2, C1CCOC1, [H-], [H-], [H-], [H-], [Li+], [Na+], [OH-], O. Yields the product NCC1CN2CCC1CC2. Reaction SMILES: [Al+3:12].[C:1](#[N:2])[CH:3]1[CH2:4][N:5]2[CH2:6][CH2:7][CH:8]1[CH2:9][CH2:10]2.[CH2:20]1[O:21][CH2:22][CH2:23][CH2:24]1.[H-:11].[H-:14].[H-:15].[H-:16].[Li+:13].[Na+:19].[OH-:18].[OH2:17]>>[CH2:1]([NH2:2])[CH:3]1[CH2:4][N:5]2[CH2:6][CH2:7][CH:8]1[CH2:9][CH2:10]2. Reactants: IC=1C(=C(C#N)C=CC1)C (3-iodo-2-methylbenzonitrile), ClCC(=O)N(C)OC (2-chloro-N-methoxy-N-methylacetamide). Run in C1CCOC1 (THF), hexanes. Conditions: temperature -78 celsius, time 15 minute. The product is ClCC(=O)C=1C(=C(C#N)C=CC1)C (3-(2-chloroacetyl)-2-methylbenzonitrile). As a reaction SMILES: I[C:2]1[C:3]([CH3:10])=[C:4]([CH:7]=[CH:8][CH:9]=1)[C:5]#[N:6].[Cl:11][CH2:12][C:13](N(OC)C)=[O:14]>C1COCC1>[Cl:11][CH2:12][C:13]([C:2]1[C:3]([CH3:10])=[C:4]([CH:7]=[CH:8][CH:9]=1)[C:5]#[N:6])=[O:14]. Reported procedure: To a solution of 3-iodo-2-methylbenzonitrile (7.71 g, 31.7 mmol) and 2-chloro-N-methoxy-N-methylacetamide (6.55 g, 47.6 mmol) in THF (100 mL) at −78° C. was added n-butylithium (2.5 M in hexanes, 14.0 mL, 34.9 mmol) dropwise. After complete addition, the mixture was stirred 15 min. at −78° C., then quenched with the dropwise addition of 1 N HCl. The mixture was partitioned between EtOAc/water and the layers separated. The aqueous was extracted with EtOAc (2×) and the combined organic layers were... Reactants: CC(C)(C)OC(=O)NC1CCCc2ccc(NC(=O)c3c[nH]c4ccccc4c3=O)cc21, ClCCl, O=C(O)C(F)(F)F. Yields the product NC1CCCc2ccc(NC(=O)c3c[nH]c4ccccc4c3=O)cc21. RXN SMILES: [C:1]([O:2][C:3](=[O:4])[NH:8][CH:9]1[CH2:10][CH2:11][CH2:12][c:13]2[cH:14][cH:15][c:16]([NH:19][C:20](=[O:21])[c:22]3[cH:23][nH:24][c:25]4[cH:26][cH:27][cH:28][cH:29][c:30]4[c:31]3=[O:32])[cH:17][c:18]21)([CH3:5])([CH3:6])[CH3:7].[Cl:40][CH2:41][Cl:42].[F:33][C:34]([F:35])([F:36])[C:37]([OH:38])=[O:39]>>[NH2:8][CH:9]1[CH2:10][CH2:11][CH2:12][c:13]2[cH:14][cH:15][c:16]([NH:19][C:20](=[O:21])[c:22]3[cH:23][nH:24][c:25]4[cH:26][cH:27][cH:28][cH:29][c:30]4[c:31]3=[O:32])[cH:17][c:18]21. Product: N[C@@H](C)C(=O)NC(CC=CCC(=O)O)C(=O)O (6-(L-alanylamino)-3-heptenedioic acid). Yield: 115.2%. Run in C(OC)COC (dimethoxyethane). Procedure: 3.9 g of the product of Step D of Example 5 were dissolved in 200 ml of dimethoxyethane and 3.63 g of N-Boc-L-alanine were added. The mixture was cooled to -5°/0° C. and after addition of 3.99 g of dicyclohexylcarbodiimide, the mixture was vigorously stirred for 16 hours at 0° C. followed by filtering and evaporating to dryness. The residue was taken up in dimethoxyethane and filtered, then evaporated to dryness and taken up in methylene chloride. After washing with a saturated solution of sodiu... RXN SMILES: [NH2:1][CH:2]([C:10]([OH:12])=[O:11])[CH2:3][CH:4]=[CH:5][CH2:6][C:7]([OH:9])=[O:8].C([NH:20][C@H:21]([C:23](O)=[O:24])[CH3:22])(OC(C)(C)C)=O.C1(N=C=NC2CCCCC2)CCCCC1>C(COC)OC>[NH2:20][C@H:21]([C:23]([NH:1][CH:2]([C:10]([OH:12])=[O:11])[CH2:3][CH:4]=[CH:5][CH2:6][C:7]([OH:9])=[O:8])=[O:24])[CH3:22]. Reaction conditions: temperature 0 celsius, time 16 hour. Reactants: C(=O)(OC(C)(C)C)N[C@@H](C)C(=O)O (N-Boc-L-alanine), NC(CC=CCC(=O)O)C(=O)O (6-amino-3-heptenedioic acid), C1(CCCCC1)N=C=NC1CCCCC1 (dicyclohexylcarbodiimide). Reactants: C(C)(=O)O[C@H]1[C@@H](O[C@@H]([C@H]1OC(C)=O)COC(C)=O)N1C2=NC(=NC(=C2N=C1)NCC(C1=CC=CC=C1)C1=CC=CC=C1)C(=O)OC (methyl 9-{(2R,3R,4R,5R)-3,4-bis(acetyloxy)-5-[(acetyloxy)methyl]-tetrahydro-2-furanyl}-6-[(2,2-diphenylethyl)amino]-9H-purine-2-carboxylate), C([O-])([O-])=O.[Na+].[Na+] (sodium carbonate). Isolated yield 93.6%. Product: O[C@H]1[C@@H](O[C@@H]([C@H]1O)CO)N1C2=NC(=NC(=C2N=C1)NCC(C1=CC=CC=C1)C1=CC=CC=C1)C(=O)OC (Methyl 9-[(2R,3R,4S,5R)-3,4-dihydroxy-5-(hydroxymethyl)tetrahydro-2-furanyl]-6-[(2,2-diphenylethyl)amino]-9H-purine-2-carboxylate). Reaction SMILES: C([O:4][C@@H:5]1[C@H:9]([O:10]C(=O)C)[C@@H:8]([CH2:14][O:15]C(=O)C)[O:7][C@H:6]1[N:19]1[CH:27]=[N:26][C:25]2[C:20]1=[N:21][C:22]([C:43]([O:45][CH3:46])=[O:44])=[N:23][C:24]=2[NH:28][CH2:29][CH:30]([C:37]1[CH:42]=[CH:41][CH:40]=[CH:39][CH:38]=1)[C:31]1[CH:36]=[CH:35][CH:34]=[CH:33][CH:32]=1)(=O)C.C(=O)([O-])[O-].[Na+].[Na+]>CO>[OH:4][C@@H:5]1[C@H:9]([OH:10])[C@@H:8]([CH2:14][OH:15])[O:7][C@H:6]1[N:19]1[CH:27]=[N:26][C:25]2[C:20]1=[N:21][C:22]([C:43]([O:45][CH3:46])=[O:44])=[N:23][C:24]=2[NH:28][CH2:29][CH:30]([C:31]1[CH:36]=[CH:35][CH:34]=[CH:33][CH:32]=1)[C:37]1[CH:42]=[CH:41][CH:40]=[CH:39][CH:38]=1 |f:1.2.3|. The solvent is CO (methanol). Reported procedure: A solution of methyl 9-{(2R,3R,4R,5R)-3,4-bis(acetyloxy)-5-[(acetyloxy)methyl]-tetrahydro-2-furanyl}-6-[(2,2-diphenylethyl)amino]-9H-purine-2-carboxylate (Preparation 15) (2.0 g, 3.17 mmol), sodium carbonate (35 mg) and dry methanol (40 ml) was stirred at room temperature for 3.5 hours. The solvent was removed under reduced pressure and the residue was purified by column chromatography on silica gel using a gradient elution with dichloromethane:methanol (94:6, by volume) then dichloromethane:met... Starting materials: CN(C)C=O, ClCCl, O=C(O)C=Cc1cccc(S(=O)(=O)NCc2cccc3ccccc23)c1. Yields the product O=C(Cl)C=Cc1cccc(S(=O)(=O)NCc2cccc3ccccc23)c1. As a reaction SMILES: [CH3:30][N:31]([CH3:32])[CH:33]=[O:34].[Cl:27][CH2:28][Cl:29].[c:1]1([CH2:11][NH:12][S:13](=[O:14])(=[O:15])[c:16]2[cH:17][c:18]([CH:22]=[CH:23][C:24](=[O:25])[OH:26])[cH:19][cH:20][cH:21]2)[cH:2][cH:3][cH:4][c:5]2[cH:6][cH:7][cH:8][cH:9][c:10]12>>[c:1]1([CH2:11][NH:12][S:13](=[O:14])(=[O:15])[c:16]2[cH:17][c:18]([CH:22]=[CH:23][C:24](=[O:26])[Cl:27])[cH:19][cH:20][cH:21]2)[cH:2][cH:3][cH:4][c:5]2[cH:6][cH:7][cH:8][cH:9][c:10]12. Reactants: CCOC(=S)[S-], Cl, Cc1cc(C(O)(C(F)(F)F)C(F)(F)F)cc(C)c1N, [K+], O=N[O-], [Na+], O. Product: Cc1cc(C(O)(C(F)(F)F)C(F)(F)F)cc(C)c1S. RXN SMILES: [CH2:25]([O:26][C:27]([S-:28])=[S:29])[CH3:30].[ClH:20].[F:1][C:2]([C:3]([C:4]([F:5])([F:6])[F:7])([OH:8])[c:9]1[cH:10][c:11]([CH3:17])[c:12]([NH2:13])[c:14]([CH3:16])[cH:15]1)([F:18])[F:19].[K+:31].[N:21]([O-:22])=[O:23].[Na+:24].[OH2:32]>>[F:1][C:2]([C:3]([C:4]([F:5])([F:6])[F:7])([OH:8])[c:9]1[cH:10][c:11]([CH3:17])[c:12]([SH:29])[c:14]([CH3:16])[cH:15]1)([F:18])[F:19].